This data is from the Open Reaction Database (ORD), a public repository of structured organic reaction records. The task is: describe an organic reaction: reactants, conditions, products, and yield Reactants: C(CC(=O)OCC)(=O)OCC (diethyl malonate), [H-].[Na+] (NaH), BrC1=C(C=C(C=C1)C)F (4-bromo-3-fluorotoluene), Cl (HCl), Cu(I)Br. The solvent is O1CCOCC1 (1,4-dioxane), O1CCOCC1 (1,4-dioxane). Conditions: temperature 60 celsius, time 10 minute. The product is FC1=C(C=CC(=C1)C)C(C(=O)OCC)C(=O)OCC (diethyl (2-fluoro-4-methylphenyl)malonate). The yield is 59.6%. As a reaction SMILES: [C:1]([O:9][CH2:10][CH3:11])(=[O:8])[CH2:2][C:3]([O:5][CH2:6][CH3:7])=[O:4].[H-].[Na+].Br[C:15]1[CH:20]=[CH:19][C:18]([CH3:21])=[CH:17][C:16]=1[F:22].Cl>O1CCOCC1>[F:22][C:16]1[CH:17]=[C:18]([CH3:21])[CH:19]=[CH:20][C:15]=1[CH:2]([C:3]([O:5][CH2:6][CH3:7])=[O:4])[C:1]([O:9][CH2:10][CH3:11])=[O:8] |f:1.2|. Reported procedure: 0.49 mol of diethyl malonate was added at 60° C. inside 2 hours to a mixture of 0.51 mol of NaH and 140 ml of 1,4-dioxane. The mixture was stirred for approximately 10 min at 60° C. and then 0.05 mol of Cu(I)Br was added. After 15 min, a mixture of 0.25 mol of 4-bromo-3-fluorotoluene and 10 ml of 1,4-dioxane was added. The reaction mixture was heated at 100° C. for approximately 15 hours and was then cooled to 15° C. After acidifying with 35 ml of 12N HCl at 15 to 20° C., the precipitate produce...